Dataset: the Open Reaction Database (ORD), a public repository of structured organic reaction records. Task: describe an organic reaction: reactants, conditions, products, and yield Reactants: ( 1.34 ), ( 584 ), C(CCCCC(=O)O)(=O)O (adipic acid), NCCNCCNCCNCCN (tetraethylene pentamine), amine, 10.0. The solvent is O (water), O (water), ( 400 ), O (water). Product: C(CCCCC(=O)O)(=O)O.NCCNCCNCCNCCN (adipic acid tetraethylene pentamine). As a reaction SMILES: [NH2:1][CH2:2][CH2:3][NH:4][CH2:5][CH2:6][NH:7][CH2:8][CH2:9][NH:10][CH2:11][CH2:12][NH2:13].[C:14]([OH:23])(=[O:22])[CH2:15][CH2:16][CH2:17][CH2:18][C:19]([OH:21])=[O:20]>O>[C:14]([OH:23])(=[O:22])[CH2:15][CH2:16][CH2:17][CH2:18][C:19]([OH:21])=[O:20].[NH2:13][CH2:12][CH2:11][NH:10][CH2:9][CH2:8][NH:7][CH2:6][CH2:5][NH:4][CH2:3][CH2:2][NH2:1] |f:3.4|. Reported procedure: 692 Parts of tetraethylene pentamine (529 parts of tetraethylene pentamine and 113 parts of ethylene diamine) are dissolved in 300 (400) parts of water and mixed with 438 (584) parts of adipic acid. The temperature of the reaction solution rises to more than 100° C. The bottoms temperature is raised to from 160° to 170° C. over 6 hours with distillation of the water and is maintained at this value for about a further 7 hours. The amount of distillate produced during condensation is 383 parts (54...